This data is from the Open Reaction Database (ORD), a public repository of structured organic reaction records. The task is: describe an organic reaction: reactants, conditions, products, and yield Starting materials: FC(C=1C(=NC=CC1)C=O)(F)F (3-(trifluoromethyl)picolinaldehyde), CC(C)(C)[S@](=O)N ((S)-2-methylpropane-2-sulfinamide). The reagents and catalysts are S(=O)(=O)([O-])[O-].[Cu+2] (copper(II) sulfate). Solvent: C(Cl)Cl (DCM). Run at time 1.5 hour. The product is CC(C)(C)[S@](=O)/N=C/C1=NC=CC=C1C(F)(F)F ((S,E)-2-methyl-N-((3-(trifluoro-methyl)pyridin-2-yl)methylene)propane-2-sulfinamide). RXN SMILES: [F:1][C:2]([F:12])([F:11])[C:3]1[C:4]([CH:9]=O)=[N:5][CH:6]=[CH:7][CH:8]=1.[CH3:13][C:14]([S@@:17]([NH2:19])=[O:18])([CH3:16])[CH3:15]>S([O-])([O-])(=O)=O.[Cu+2].C(Cl)Cl>[CH3:13][C:14]([S@@:17](/[N:19]=[CH:9]/[C:4]1[C:3]([C:2]([F:12])([F:11])[F:1])=[CH:8][CH:7]=[CH:6][N:5]=1)=[O:18])([CH3:16])[CH3:15] |f:2.3|. Procedure: To a solution of 3-(trifluoromethyl)picolinaldehyde (Frontier Scientific, 9.80 g, 56.0 mmol) and DCM (50 mL) was added (S)-2-methylpropane-2-sulfinamide (AK Scientific, 10.3 g, 85.0 mmol) and copper(II) sulfate (35.3 g, 221 mmol). After 1.5 h at rt, the reaction was filtered through a pad of Celite® brand filter agent and rinsed with DCM. The filtrate was concentrated in vacuo to give a dark green oil. The oil thus obtained was loaded onto a silica gel column and eluted with 30% EtOAc in hexanes... The reactants are CN1C(CCC2=C(C=CC=C12)B1OC(C(O1)(C)C)(C)C)=O (1-methyl-5-(4,4,5,5-tetramethyl-1,3,2-dioxaborolan-2-yl)-3,4-dihydroquinolin-2(1H)-one), C(=O)([O-])[O-].[Cs+].[Cs+] (Cs2CO3), CC1=NOC(=C1C=1C=C(C2=C(NC(N2)=O)C1)C1=C2C=CC=NC2=CC=C1C)C (6-(3,5-dimethylisoxazol-4-yl)-4-(6-methylquinolin-5-yl)-1H-benzo[d]imidazol-2(3H)-one). Yields the product CC1=NOC(=C1C=1C=C(C2=C(NC(N2)=O)C1)C1=C2CCC(N(C2=CC=C1)C)=O)C (5-(6-(3,5-dimethylisoxazol-4-yl)-2-oxo-2,3-dihydro-1H-benzo[d]imidazol-4-yl)-1-methyl-3,4-dihydroquinolin-2(1H)-one). RXN SMILES: [CH3:1][N:2]1[C:11]2[C:6](=[C:7](B3OC(C)(C)C(C)(C)O3)[CH:8]=[CH:9][CH:10]=2)[CH2:5][CH2:4][C:3]1=[O:21].C([O-])([O-])=O.[Cs+].[Cs+].[CH3:28][C:29]1[C:33]([C:34]2[CH:35]=[C:36](C3C(C)=CC=C4C=3C=CC=N4)[C:37]3[NH:41][C:40](=[O:42])[NH:39][C:38]=3[CH:43]=2)=[C:32]([CH3:55])[O:31][N:30]=1>>[CH3:28][C:29]1[C:33]([C:34]2[CH:35]=[C:36]([C:7]3[CH:8]=[CH:9][CH:10]=[C:11]4[C:6]=3[CH2:5][CH2:4][C:3](=[O:21])[N:2]4[CH3:1])[C:37]3[NH:41][C:40](=[O:42])[NH:39][C:38]=3[CH:43]=2)=[C:32]([CH3:55])[O:31][N:30]=1 |f:1.2.3|. Procedure details: 5-(6-(3,5-dimethylisoxazol-4-yl)-2-oxo-2,3-dihydro-1H-benzo[d]imidazol-4-yl)-1-methyl-3,4-dihydroquinolin-2(1H)-one was synthesized using 1-methyl-5-(4,4,5,5-tetramethyl-1,3,2-dioxaborolan-2-yl)-3,4-dihydroquinolin-2(1H)-one and Cs2CO3 in a similar fashion as 6-(3,5-dimethylisoxazol-4-yl)-4-(6-methylquinolin-5-yl)-1H-benzo[d]imidazol-2(3H)-one (Example 2). Starting materials: Cl (hydrochloric acid), [OH-].[K+] (potassium hydroxide), NC1=C(C=C(C=C1)F)S (2-amino-5-fluorothiophenol), D-alanine-N-carboxyanhydride, aqueous solution, [K] (potassium), O.C1(=CC=C(C=C1)S(=O)(=O)O)C (p-toluenesulfonic acid monohydrate). Run in O (water), O1CCCC1 (tetrahydrofuran). Reaction conditions: temperature 3 celsius, time 1 hour. Yields the product CC=1C=CC(=CC1)S(=O)(=O)O (p-toluenesulfonate). Yield: 189.5%. Reaction SMILES: Cl.[K].NC1C=CC(F)=CC=1S.[OH-].[K+].O.[C:15]1([CH3:25])[CH:20]=[CH:19][C:18]([S:21]([OH:24])(=[O:23])=[O:22])=[CH:17][CH:16]=1>O1CCCC1.O>[CH3:25][C:15]1[CH:20]=[CH:19][C:18]([S:21]([OH:24])(=[O:23])=[O:22])=[CH:17][CH:16]=1 |f:3.4,5.6,^1:1|. Procedure: 230.4 g of water and 172.8 g (1.706 mole) of 36% hydrochloric acid were placed in a 2-liter flask as a reactor, and cooled to 3° C. Thereto was dropwise added 276.5 g (0.315 mole) of an aqueous solution of a potassium salt of 2-amino-5-fluorothiophenol at 0 to 5° C. with stirring, followed by stirring for 1 hour. Further, 15.8 g of 50% potassium hydroxide was added dropwise to adjust the system pH to 4.95. Aging was conducted for 1 hour. Then, 56.4 g (0.296 mole) of p-toluenesulfonic acid monohy... Starting materials: FC=1C=C(N)C=CC1OC1=C2C(=NC=C1)C=C(S2)I (3-fluoro-4-(2-iodothieno[3,2-b]pyridin-7-yloxy)aniline), O=C1NCCC1C(=O)O (2-oxopyrrolidine-3-carboxylic acid), Cl.C(C)N=C=NCCCN(C)C (N1-((ethylimino)methylene)-N3,N3-dimethylpropane-1,3-diamine hydrochloride), N1(N=NC2=C1C=CC=C2)O (1H-benzo[d][1,2,3]triazol-1-ol), C(C)N(C(C)C)C(C)C (N-ethyl-N-isopropylpropan-2-amine). The solvent is C1CCOC1 (THF). Yields the product FC=1C=C(C=CC1OC1=C2C(=NC=C1)C=C(S2)I)NC(=O)C2C(NCC2)=O (N-(3-fluoro-4-(2-iodothieno[3,2-b]pyridin-7-yloxy)phenyl)-2-oxopyrrolidine-3-carboxamide). The yield is 44.1%. RXN SMILES: [F:1][C:2]1[CH:3]=[C:4]([CH:6]=[CH:7][C:8]=1[O:9][C:10]1[CH:15]=[CH:14][N:13]=[C:12]2[CH:16]=[C:17]([I:19])[S:18][C:11]=12)[NH2:5].[O:20]=[C:21]1[CH:25]([C:26](O)=[O:27])[CH2:24][CH2:23][NH:22]1.Cl.C(N=C=NCCCN(C)C)C.N1(O)C2C=CC=CC=2N=N1.C(N(C(C)C)C(C)C)C>C1COCC1>[F:1][C:2]1[CH:3]=[C:4]([NH:5][C:26]([CH:25]2[CH2:24][CH2:23][NH:22][C:21]2=[O:20])=[O:27])[CH:6]=[CH:7][C:8]=1[O:9][C:10]1[CH:15]=[CH:14][N:13]=[C:12]2[CH:16]=[C:17]([I:19])[S:18][C:11]=12 |f:2.3|. Procedure: A flask was charged with 3-fluoro-4-(2-iodothieno[3,2-b]pyridin-7-yloxy)aniline (Example 6, Step A, 150.0 mg, 0.388 mmol), 2-oxopyrrolidine-3-carboxylic acid (100.3 mg, 0.777 mmol), N1-((ethylimino)methylene)-N3,N3-dimethylpropane-1,3-diamine hydrochloride (223.4 mg, 1.17 mmol), 1H-benzo[d][1,2,3]triazol-1-ol (157.5 mg, 1.17 mmol), N-ethyl-N-isopropylpropan-2-amine (0.347 ml, 1.94 mmol) and THF (100 mL). The reaction mixture was stirred at room temperature until the starting material had been co... The reactants are CC1=NC=2N(S(NC(N2)=O)(=O)=O)C(=C1)C (2,3-dihydro-6,8-dimethyl-3-oxopyrimidino-[1,2-b][1,2,4,6]-thiatriazine 1,1-dioxide), CONC (O,N-dimethylhydroxylamine). Run in C(Cl)Cl (methylene dichloride), C(Cl)Cl (methylene dichloride). Conditions: time 18 hour. Yields the product CON(C)S(=O)(=O)NC(=O)NC1=NC(=CC(=N1)C)C (1-[(N-methoxy-N-methylamino)-sulfonyl]-3-(4,6-dimethyl-2-pyrimidinyl)-urea). The yield is 67.7%. Reaction SMILES: [CH3:1][C:2]1[CH:14]=[C:13]([CH3:15])[N:5]2[S:6](=[O:12])(=[O:11])[NH:7][C:8](=[O:10])[N:9]=[C:4]2[N:3]=1.[CH3:16][O:17][NH:18][CH3:19]>C(Cl)Cl>[CH3:16][O:17][N:18]([S:6]([NH:7][C:8]([NH:9][C:4]1[N:3]=[C:2]([CH3:1])[CH:14]=[C:13]([CH3:15])[N:5]=1)=[O:10])(=[O:12])=[O:11])[CH3:19]. Procedure: 5.7 g (0.025 mol) of 2,3-dihydro-6,8-dimethyl-3-oxopyrimidino-[1,2-b][1,2,4,6]-thiatriazine 1,1-dioxide (cf. Example 1) are suspended in 100 ml of methylene dichloride, and 3.05 g (0.05 mol) of O,N-dimethylhydroxylamine--dissolved in 50 ml of methylene dichloride--are added at -40° C. in the course of one hour. The mixture is stirred for a further 18 hours at room temperature and evaporated to dryness, and the residue is taken up in water and acidified to pH 4--5 with 0.5 N HCl. After extraction... Reactants: ClCCl, COC(=O)Nc1ccc(C)cc1, [Na+], [OH-], O, O=[N+]([O-])O. The product is COC(=O)Nc1ccc(C)c([N+](=O)[O-])c1. As a reaction SMILES: [CH2:20]([Cl:21])[Cl:22].[CH3:1][O:2][C:3]([NH:4][c:5]1[cH:6][cH:7][c:8]([CH3:11])[cH:9][cH:10]1)=[O:12].[Na+:18].[OH-:17].[OH2:19].[OH:13][N+:14]([O-:15])=[O:16]>>[CH3:1][O:2][C:3]([NH:4][c:5]1[cH:6][c:7]([N+:14](=[O:13])[O-:15])[c:8]([CH3:11])[cH:9][cH:10]1)=[O:12]. The reactants are C(C)(C)(C)OC(=O)NCCCCNC(COC1=C(C=C(C=C1C(C)CC)Cl)Cl)=O (N-(tert.butoxycarbonyl)-N'-[(6-sec-butyl-2,4-dichlorophenoxy)-acetyl]-1,4-diamino-butane), Cl (hydrogen chloride). Solvent: C(C)O (ethanol). Conditions: time 1 hour. Yields the product C(C)(CC)C1=CC(=CC(=C1OCC(=O)NCCCCN)Cl)Cl (N-[(6-sec-butyl-2,4-dichlorophenoxy)-acetyl]-1,4-diamino butane). Yield: 106.3%. Reaction SMILES: C(OC([NH:8][CH2:9][CH2:10][CH2:11][CH2:12][NH:13][C:14](=[O:29])[CH2:15][O:16][C:17]1[C:22]([CH:23]([CH2:25][CH3:26])[CH3:24])=[CH:21][C:20]([Cl:27])=[CH:19][C:18]=1[Cl:28])=O)(C)(C)C.Cl>C(O)C>[CH:23]([C:22]1[C:17]([O:16][CH2:15][C:14]([NH:13][CH2:12][CH2:11][CH2:10][CH2:9][NH2:8])=[O:29])=[C:18]([Cl:28])[CH:19]=[C:20]([Cl:27])[CH:21]=1)([CH2:25][CH3:26])[CH3:24]. Procedure details: A mixture of 8.12 g of the product of Step F, 80 ml of ethanol and 20.1 ml of ethanolic, 2N hydrogen chloride was refluxed with stirring for one hour and was evaporated to dryness under reduced pressure. The residue was washed with methylene chloride to obtain 6.7 g of the desired hydrochloride. A mixture of 6.7 g of the hydrochloride, 100 ml of ethanol and 3.2 g of sodium bicarbonate was refluxed with stirring for 4 hours and the mixture was filtered hot. The filtrate was evaporated to dryness ... The reactants are BrCC(C(=O)OCC)=O (Ethyl bromopyruvate), [C@@H]1([C@H](O)[C@@H](O)[C@H](O)[C@H](O1)CO)NC(=S)N (N-β-D-glucopyranosylthiourea). Solvent: C(C)O (ethanol). The product is Br.[C@@H]1([C@H](O)[C@@H](O)[C@H](O)[C@H](O1)CO)NC=1SC=C(N1)C(=O)OCC (Ethyl 2-(N-β-D-glucopyranosyl)aminothiazole-4-carboxylate hydrobromide). As a reaction SMILES: [Br:1][CH2:2][C:3](=O)[C:4]([O:6][CH2:7][CH3:8])=[O:5].[C@@H:10]1([NH:21][C:22]([NH2:24])=[S:23])[O:18][C@H:17]([CH2:19][OH:20])[C@@H:15]([OH:16])[C@H:13]([OH:14])[C@H:11]1[OH:12]>C(O)C>[BrH:1].[C@@H:10]1([NH:21][C:22]2[S:23][CH:2]=[C:3]([C:4]([O:6][CH2:7][CH3:8])=[O:5])[N:24]=2)[O:18][C@H:17]([CH2:19][OH:20])[C@@H:15]([OH:16])[C@H:13]([OH:14])[C@H:11]1[OH:12] |f:3.4|. Procedure: Ethyl bromopyruvate (8.99 g., 0.047 mole) was added to a suspension of N-β-D-glucopyranosylthiourea (10 g., 0.042 mole) in 120 ml. of hot ethanol, and the reaction was completed by heating 30 minutes. During the heating, the mixture became a clear solution. The reaction solution was evaporated to dryness in vacuo. The residue was crystallized from ethanol and acetone, filtered, and dried at room temperature in vacuo, yielding 16.03 g. (91.9%); white powder; m.p. 162°-163°(dec.). Starting materials: Cl.NC1=C(C(=O)C2=CC(=C(C=C2)OC)OC)C=C(C(=C1)OC)OC (2-amino-3',4',4,5-tetramethoxybenzophenone hydrochloride), CC(CC(CCCCC)=O)=O (2,4-nonanedione). Yields the product COC=1C=C(C=CC1OC)C1=C(C(=NC2=CC(=C(C=C12)OC)OC)C)C(CCCCC)=O (4-(3,4-dimethoxyphenyl)-3-hexanoyl-6,7-dimethoxy-2-methylquinoline). RXN SMILES: Cl.[NH2:2][C:3]1[CH:20]=[C:19]([O:21][CH3:22])[C:18]([O:23][CH3:24])=[CH:17][C:4]=1[C:5]([C:7]1[CH:12]=[CH:11][C:10]([O:13][CH3:14])=[C:9]([O:15][CH3:16])[CH:8]=1)=O.[CH3:25][C:26](=O)[CH2:27][C:28](=[O:34])[CH2:29][CH2:30][CH2:31][CH2:32][CH3:33]>>[CH3:16][O:15][C:9]1[CH:8]=[C:7]([C:5]2[C:4]3[C:3](=[CH:20][C:19]([O:21][CH3:22])=[C:18]([O:23][CH3:24])[CH:17]=3)[N:2]=[C:26]([CH3:25])[C:27]=2[C:28](=[O:34])[CH2:29][CH2:30][CH2:31][CH2:32][CH3:33])[CH:12]=[CH:11][C:10]=1[O:13][CH3:14] |f:0.1|. Procedure: According to the same manner as that described in Reference Example 6, 2-amino-3',4',4,5-tetramethoxybenzophenone hydrochloride was reacted with 2,4-nonanedione to give 4-(3,4-dimethoxyphenyl)-3-hexanoyl-6,7-dimethoxy-2-methylquinoline. This compound was recrystallized from ethanol to give colorless prisms. mp. 123°-125° C.